From a dataset of the Open Reaction Database (ORD), a public repository of structured organic reaction records. describe an organic reaction: reactants, conditions, products, and yield The reactants are O=C([O-])O, CCO, O=C1c2ccccc2C(=O)N1Cc1nc(-c2ccccc2F)c(Sc2ccccc2)s1, NN, [Na+], O. Product: NCc1nc(-c2ccccc2F)c(Sc2ccccc2)s1. Reaction SMILES: [C:35](=[O:36])([O-:37])[OH:38].[CH3:40][CH2:41][OH:42].[F:1][c:2]1[c:3](-[c:8]2[n:9][c:10]([CH2:20][N:21]3[C:22](=[O:23])[c:24]4[c:25]([cH:26][cH:27][cH:28][cH:29]4)[C:30]3=[O:31])[s:11][c:12]2[S:13][c:14]2[cH:15][cH:16][cH:17][cH:18][cH:19]2)[cH:4][cH:5][cH:6][cH:7]1.[NH2:33][NH2:34].[Na+:39].[OH2:32]>>[F:1][c:2]1[c:3](-[c:8]2[n:9][c:10]([CH2:20][NH2:21])[s:11][c:12]2[S:13][c:14]2[cH:15][cH:16][cH:17][cH:18][cH:19]2)[cH:4][cH:5][cH:6][cH:7]1. Starting materials: CC=1C=C(C(Cl)Cl)C=CC1 (3-methyl benzal chloride), ClC(C(Cl)(Cl)Cl)(Cl)Cl (hexachloroethane), [OH-].[Na+] (sodium hydroxide). The solvent is solvent, ClC(=C(Cl)Cl)Cl (tetrachloroethylene). Conditions: temperature 90 celsius, time 2 day. Product: CC=1C=C(C=CC1)C(Cl)(Cl)Cl (3-Methylbenzotrichloride). Yield: 84.7%. As a reaction SMILES: [CH3:1][C:2]1[CH:3]=[C:4]([CH:8]=[CH:9][CH:10]=1)[CH:5]([Cl:7])[Cl:6].[Cl:11]C(Cl)(Cl)C(Cl)(Cl)Cl.[OH-].[Na+]>ClC(Cl)=C(Cl)Cl>[CH3:1][C:2]1[CH:3]=[C:4]([C:5]([Cl:11])([Cl:7])[Cl:6])[CH:8]=[CH:9][CH:10]=1 |f:2.3|. Procedure: 36.2 gms of 3-methyl benzal chloride in 207 gms of solvent, tetrachloroethylene, was added into a reaction vessel with 53.9 gms of hexachloroethane, 66.3 gms of 50% sodium hydroxide, and 1.4 gms of Aliquot 4. The mixture was stirred and refluxed under partial vacuum at about 90° C. for about 1 hour. 20.3 ml of water was removed from the mixture via a Dean Stark trap during this period. The mixture was refluxed for another hour an additional 10.5 ml of water was removed. 200 ml of water was added... Reactants: N#Cc1ccc2[nH]cc(CCCO)c2c1, CCO. Yields the product NCc1ccc2[nH]cc(CCCO)c2c1. RXN SMILES: [C:1](#[N:2])[c:3]1[cH:4][c:5]2[c:6]([CH2:12][CH2:13][CH2:14][OH:15])[cH:7][nH:8][c:9]2[cH:10][cH:11]1.[CH3:16][CH2:17][OH:18]>>[CH2:1]([NH2:2])[c:3]1[cH:4][c:5]2[c:6]([CH2:12][CH2:13][CH2:14][OH:15])[cH:7][nH:8][c:9]2[cH:10][cH:11]1. The reactants are [BH4-], CO, COC(=O)c1cncc(-c2csc(N=C(N)N)n2)c1, [Na+], C1CCOC1, O. Yields the product NC(N)=Nc1nc(-c2cncc(CO)c2)cs1. RXN SMILES: [BH4-:1].[CH3:23][OH:24].[NH2:3][C:4]([NH2:5])=[N:6][c:7]1[s:8][cH:9][c:10](-[c:12]2[cH:13][n:14][cH:15][c:16]([C:18](=[O:19])[O:20][CH3:21])[cH:17]2)[n:11]1.[Na+:2].[O:25]1[CH2:26][CH2:27][CH2:28][CH2:29]1.[OH2:22]>>[NH2:3][C:4]([NH2:5])=[N:6][c:7]1[s:8][cH:9][c:10](-[c:12]2[cH:13][n:14][cH:15][c:16]([CH2:18][OH:19])[cH:17]2)[n:11]1. Starting materials: Clc1nncc2cc(Br)ccc12, O=C([O-])[O-], CC#N, [K+], [K+], OC1CCNC1. Reaction SMILES: [Br:1][c:2]1[cH:3][c:4]2[cH:5][n:6][n:7][c:8]([Cl:12])[c:9]2[cH:10][cH:11]1.[C:19](=[O:20])([O-:21])[O-:22].[CH3:25][C:26]#[N:27].[K+:23].[K+:24].[NH:13]1[CH2:14][CH:15]([OH:18])[CH2:16][CH2:17]1>>[Br:1][c:2]1[cH:3][c:4]2[cH:5][n:6][n:7][c:8]([N:13]3[CH2:14][CH:15]([OH:18])[CH2:16][CH2:17]3)[c:9]2[cH:10][cH:11]1. Yields the product OC1CCN(c2nncc3cc(Br)ccc23)C1. The reactants are COC(OC)C1(C)Oc2ccc([N+](=O)[O-])cc2C2OC21, Cc1ccc(O)c(NCc2nnn(C)n2)c1. The product is COC(OC)C1(C)Oc2ccc([N+](=O)[O-])cc2C(N(Cc2nnn(C)n2)c2cc(C)ccc2O)C1O. As a reaction SMILES: [N+:1](=[O:2])([O-:3])[c:4]1[cH:5][cH:6][c:7]2[c:8]([cH:20]1)[CH:9]1[CH:10]([C:11]([CH:13]([O:14][CH3:15])[O:16][CH3:17])([CH3:18])[O:12]2)[O:19]1.[OH:21][c:22]1[c:23]([NH:29][CH2:30][c:31]2[n:32][n:33][n:34]([CH3:36])[n:35]2)[cH:24][c:25]([CH3:28])[cH:26][cH:27]1>>[N+:1](=[O:2])([O-:3])[c:4]1[cH:5][cH:6][c:7]2[c:8]([cH:20]1)[CH:9]([N:29]([c:23]1[c:22]([OH:21])[cH:27][cH:26][c:25]([CH3:28])[cH:24]1)[CH2:30][c:31]1[n:32][n:33][n:34]([CH3:36])[n:35]1)[CH:10]([OH:19])[C:11]([CH:13]([O:14][CH3:15])[O:16][CH3:17])([CH3:18])[O:12]2. Starting materials: NN (hydrazine), TEA, NC1=CN=NC2=C(C(=C(C=C12)C(=O)O)NC1=C(C=C(C=C1)Br)F)F (4-amino-7-(4-bromo-2-fluorophenylamino)-8-fluoro-cinnoline-6-carboxylic acid), C=1C=CC2=C(C1)N=NN2O (HOBt), CCN=C=NCCCN(C)C (EDCI). The solvent is CCOC(=O)C (EtOAc), CN(C)C=O (DMF). Conditions: time 1 hour. Yields the product NC1=CN=NC2=C(C(=C(C=C12)C(=O)NN)NC1=C(C=C(C=C1)Br)F)F (4-amino-7-(4-bromo-2-fluorophenylamino)-8-fluorocinnoline-6-carboxylic acid hydrazide). RXN SMILES: [NH2:1][C:2]1[C:11]2[C:6](=[C:7]([F:24])[C:8]([NH:15][C:16]3[CH:21]=[CH:20][C:19]([Br:22])=[CH:18][C:17]=3[F:23])=[C:9]([C:12]([OH:14])=O)[CH:10]=2)[N:5]=[N:4][CH:3]=1.C1C=CC2N(O)[N:32]=[N:31]C=2C=1.CCN=C=NCCCN(C)C.NN>CN(C=O)C.CCOC(C)=O>[NH2:1][C:2]1[C:11]2[C:6](=[C:7]([F:24])[C:8]([NH:15][C:16]3[CH:21]=[CH:20][C:19]([Br:22])=[CH:18][C:17]=3[F:23])=[C:9]([C:12]([NH:31][NH2:32])=[O:14])[CH:10]=2)[N:5]=[N:4][CH:3]=1. Procedure details: To a solution of 4-amino-7-(4-bromo-2-fluorophenylamino)-8-fluoro-cinnoline-6-carboxylic acid (1.00 equiv.) and HOBt (3.00 equiv.) in DMF is added EDCI (3.00 equiv.) at room temperature. After stirring for 1 hour, hydrazine (3.00 equiv.) and TEA (3.00 equiv.) are added. The reaction mixture is stirred for 1 hour and diluted with EtOAc. The resulting mixture is washed with saturated aqueous NH4Cl, brine, saturated aqueous NaHCO3, and brine. The organic layer is dried over MgSO4, filtered, and con...